This data is from the Open Reaction Database (ORD), a public repository of structured organic reaction records. The task is: describe an organic reaction: reactants, conditions, products, and yield Reactants: ice, saturated solution, [Cl-].[Na+] (sodium chloride), C(C)(C)(C)C1=NN(C(S1)=O)C1=C(C=C(C(=C1)OC(C)C)Cl)Cl (5-t-butyl-3-(2,4-dichloro-5-isopropoxyphenyl)-1,3,4-thiadiazol-2(3H)-one), C(Cl)Cl (methylene chloride), [Al+3].[Cl-].[Cl-].[Cl-] (AlCl3). Run in C(C)OCC (ethyl ether). Reaction conditions: time 2 hour. Yields the product C(C)(C)(C)C1=NN(C(S1)=O)C1=C(C=C(C(=C1)O)Cl)Cl (5-t-butyl-3-(2,4-dichloro-5-hydroxyphenyl) -1,3,4-thiadiazol-2(3H)-one). The yield is 96.7%. Reaction SMILES: [C:1]([C:5]1[S:9][C:8](=[O:10])[N:7]([C:11]2[CH:16]=[C:15]([O:17]C(C)C)[C:14]([Cl:21])=[CH:13][C:12]=2[Cl:22])[N:6]=1)([CH3:4])([CH3:3])[CH3:2].C(Cl)Cl.[Al+3].[Cl-].[Cl-].[Cl-].[Cl-].[Na+]>C(OCC)C>[C:1]([C:5]1[S:9][C:8](=[O:10])[N:7]([C:11]2[CH:16]=[C:15]([OH:17])[C:14]([Cl:21])=[CH:13][C:12]=2[Cl:22])[N:6]=1)([CH3:4])([CH3:2])[CH3:3] |f:2.3.4.5,6.7|. Procedure details: 11.7 g of 5-t-butyl-3-(2,4-dichloro-5-isopropoxyphenyl)-1,3,4-thiadiazol-2(3H)-one (compound Nr. 48; 32.4 mmoles) and 250 ml of methylene chloride are charged into a 500 ml flask in a nitrogen atmosphere. AlCl3 (12.9 g; 96.7 mmoles) is added to this solution in portions and the mixture is maintained under stirring at room temperature for 2 hours. The mixture is then carefully poured into 100 g of ice to which 100 ml of a saturated solution of sodium chloride have been added. 200 ml of ethyl ethe... Starting materials: C(C1=CC=CC=C1)OC1=C2C(=CNC2=CC=C1)C=O (4-benzyloxyindole-3-carboxaldehyde), C(C)(=O)OCC (Ethyl acetate), [H-].[Na+] (sodium hydride), CN(C(CBr)=O)CCC1=CC=CC=C1 (N-methyl-N-phenethyl-2-bromoacetamide). Run in O1CCCC1 (THF), [Cl-].[Na+].O (brine), O1CCCC1 (tetrahydrofuran). Reaction conditions: time 30 minute. Yields the product CN(C(CN1C=C(C2=C(C=CC=C12)OCC1=CC=CC=C1)C=O)=O)CCC1=CC=CC=C1 (N-methyl-N-phenethyl-2-(4-benzyloxy-3-formylindol-1-yl)acetamide). Reaction SMILES: [H-].[Na+].[CH2:3]([O:10][C:11]1[CH:19]=[CH:18][CH:17]=[C:16]2[C:12]=1[C:13]([CH:20]=[O:21])=[CH:14][NH:15]2)[C:4]1[CH:9]=[CH:8][CH:7]=[CH:6][CH:5]=1.[CH3:22][N:23]([CH2:28][CH2:29][C:30]1[CH:35]=[CH:34][CH:33]=[CH:32][CH:31]=1)[C:24](=[O:27])[CH2:25]Br.C(OCC)(=O)C>O1CCCC1.[Cl-].[Na+].O>[CH3:22][N:23]([CH2:28][CH2:29][C:30]1[CH:35]=[CH:34][CH:33]=[CH:32][CH:31]=1)[C:24](=[O:27])[CH2:25][N:15]1[C:16]2[C:12](=[C:11]([O:10][CH2:3][C:4]3[CH:5]=[CH:6][CH:7]=[CH:8][CH:9]=3)[CH:19]=[CH:18][CH:17]=2)[C:13]([CH:20]=[O:21])=[CH:14]1 |f:0.1,6.7.8|. Reported procedure: To a suspension of sodium hydride (1.31 g, 80% suspension in mineral oil, 43.8 mM) in 65 ml of tetrahydrofuran (THF), cooled in an ice bath, is added dropwise a solution of 4-benzyloxyindole-3-carboxaldehyde (10.2 g, 39.8 mM) in 55 ml of THF. The mixture is stirred in the cooling bath for an additional 30 minutes; N-methyl-N-phenethyl-2-bromoacetamide (15.3 g, 59.7 mM) is then added. The resulting mixture is stirred at room temperature for 18 hours. Ethyl acetate and 50% brine is added and the l... Starting materials: OCCCC12C3=CC=CC=C3C(C=3C=CC=CC13)C2 (9-γ-hydroxypropyl-9,10-dihydro-9,10-methanoanthracene), S(=O)(Cl)Cl (thionyl chloride). Solvent: C1=CC=CC=C1 (benzene). Product: ClCCCC12C3=CC=CC=C3C(C=3C=CC=CC13)C2 (9-γ-chloropropyl-9,10-dihydro-9,10-methanoanthracene). Reaction SMILES: O[CH2:2][CH2:3][CH2:4][C:5]12[CH2:19][CH:12]([C:13]3[CH:14]=[CH:15][CH:16]=[CH:17][C:18]=31)[C:11]1[C:6]2=[CH:7][CH:8]=[CH:9][CH:10]=1.S(Cl)([Cl:22])=O>C1C=CC=CC=1>[Cl:22][CH2:2][CH2:3][CH2:4][C:5]12[CH2:19][CH:12]([C:13]3[CH:14]=[CH:15][CH:16]=[CH:17][C:18]=31)[C:11]1[C:6]2=[CH:7][CH:8]=[CH:9][CH:10]=1. Procedure details: The starting 9-γ-chloropropyl-9,10-dihydro-9,10-methanoanthracene was prepared by reacting 9-γ-hydroxypropyl-9,10-dihydro-9,10-methanoanthracene with thionyl chloride in benzene. Starting materials: CC(C)(C)C1N(CCN(C1)CC1OCCC2=C(C=CC=C12)C#N)C(=O)[O-] (1,1-dimethylethyl4-[(5-cyano-3,4-dihydro-1H-isochromen-1-yl)methyl]piperazine-1-carboxylate), Cl.O1CCOCC1 (HCl dioxane). Solvent: C(Cl)Cl (DCM). Run at time 2 hour. Product: N1(CCNCC1)CC1OCCC=2C(=CC=CC12)C#N (1-(piperazin-1-ylmethyl)-3,4-dihydro-1H-isochromene-5-carbonitrile). Reaction SMILES: CC([CH:5]1[CH2:10][N:9]([CH2:11][CH:12]2[C:21]3[C:16](=[C:17]([C:22]#[N:23])[CH:18]=[CH:19][CH:20]=3)[CH2:15][CH2:14][O:13]2)[CH2:8][CH2:7][N:6]1C([O-])=O)(C)C.Cl.O1CCOCC1>C(Cl)Cl>[N:9]1([CH2:11][CH:12]2[C:21]3[CH:20]=[CH:19][CH:18]=[C:17]([C:22]#[N:23])[C:16]=3[CH2:15][CH2:14][O:13]2)[CH2:10][CH2:5][NH:6][CH2:7][CH2:8]1 |f:1.2|. Reported procedure: A solution of 1,1-dimethylethyl4-[(5-cyano-3,4-dihydro-1H-isochromen-1-yl)methyl]piperazine-1-carboxylate (150 mg, 0.42 mmol) in 10 mL of DCM was added 5 mL of 4N HCl/dioxane, and the mixture was stirred at room temperature for 2 hours. The solvents was removed off under vacuum to afford 1-(piperazin-1-ylmethyl)-3,4-dihydro-1H-isochromene-5-carbonitrile. The reactants are C1(=CCCCC1)C1(CCCC1)C#N (1-Cyclohex-1-en-1-ylcyclopentanecarbonitrile). Reagents/catalysts: [C].[Pd] (palladium-carbon). Solvent: CO (methanol). Product: C1(CCCCC1)C1(CCCC1)C#N (1-cyclohexylcyclopentanecarbonitrile). As a reaction SMILES: [C:1]1([C:7]2([C:12]#[N:13])[CH2:11][CH2:10][CH2:9][CH2:8]2)[CH2:6][CH2:5][CH2:4][CH2:3][CH:2]=1>CO.[C].[Pd]>[CH:1]1([C:7]2([C:12]#[N:13])[CH2:8][CH2:9][CH2:10][CH2:11]2)[CH2:2][CH2:3][CH2:4][CH2:5][CH2:6]1 |f:2.3|. Procedure: 1-Cyclohex-1-en-1-ylcyclopentanecarbonitrile was reacted in methanol at room temperature in the presence of palladium-carbon under a hydrogen atmosphere to obtain 1-cyclohexylcyclopentanecarbonitrile. Reactants: CC#N, O=C1C=Cc2cc(Cl)ccc2C1=O, CC(C)(C)OC(=O)N1CCC(O)(CS)CC1. Yields the product CC(C)(C)OC(=O)N1CCC(O)(CSC2=CC(=O)C(=O)c3ccc(Cl)cc32)CC1. As a reaction SMILES: [CH3:30][C:31]#[N:32].[Cl:17][c:18]1[cH:19][c:20]2[c:25]([cH:26][cH:27]1)[C:24](=[O:28])[C:23](=[O:29])[CH:22]=[CH:21]2.[OH:1][C:2]1([CH2:15][SH:16])[CH2:3][CH2:4][N:5]([C:8](=[O:9])[O:10][C:11]([CH3:12])([CH3:13])[CH3:14])[CH2:6][CH2:7]1>>[OH:1][C:2]1([CH2:15][S:16][C:21]2=[CH:22][C:23](=[O:29])[C:24](=[O:28])[c:25]3[c:20]2[cH:19][c:18]([Cl:17])[cH:27][cH:26]3)[CH2:3][CH2:4][N:5]([C:8](=[O:9])[O:10][C:11]([CH3:12])([CH3:13])[CH3:14])[CH2:6][CH2:7]1.